From a dataset of the Open Reaction Database (ORD), a public repository of structured organic reaction records. describe an organic reaction: reactants, conditions, products, and yield Reactants: N(=[N+]=[N-])[C@@H]1[C@H]([C@]2(C)[C@@H](C1)[C@@H]1CCC=3C=C(C=CC3[C@H]1CC2)OC)O (16β-azido-3-methoxy-estra-1,3,5(10)-triene-17α-ol), O.NN (hydrazine hydrate). Reagents/catalysts: [Ni] (Raney nickel). The solvent is CO (methanol). Yields the product N[C@@H]1[C@H]([C@]2(C)[C@@H](C1)[C@@H]1CCC=3C=C(C=CC3[C@H]1CC2)OC)O (16β-Amino-3-methoxy-estra-1,3,5(10)-triene-17α-ol). RXN SMILES: [N:1]([C@H:4]1[CH2:9][C@H:8]2[C@H:10]3[C@H:19]([CH2:20][CH2:21][C@:6]2([CH3:7])[C@@H:5]1[OH:24])[C:18]1[CH:17]=[CH:16][C:15]([O:22][CH3:23])=[CH:14][C:13]=1[CH2:12][CH2:11]3)=[N+]=[N-].O.NN>[Ni].CO>[NH2:1][C@H:4]1[CH2:9][C@H:8]2[C@H:10]3[C@H:19]([CH2:20][CH2:21][C@:6]2([CH3:7])[C@@H:5]1[OH:24])[C:18]1[CH:17]=[CH:16][C:15]([O:22][CH3:23])=[CH:14][C:13]=1[CH2:12][CH2:11]3 |f:1.2|. Procedure: 1.0 g 16β-azido-3-methoxy-estra-1,3,5(10)-triene-17α-ol, 10 ml methanol, 2 ml 80% hydrazine hydrate and a spatula tip of Raney nickel are heated on a water bath for 15 min. After filtration, the Raney nickel is washed with methanol, subsequently wash fluid and filtrate are combined and methanol is removed by distillation under vacuum. The residue is recrystallized from methanol/ether. Yield: 0.8 g (87%), F=158-160° C.; [α]D+68° (pyridine). The reactants are CCOC(C)=O, N#C[Cu]C#N, [Fe+2], CC(C)(C)OC(=O)NC1CCN(c2cc(C(N)=O)cc(Cl)n2)CC1, C1COCCO1, c1ccc(P(c2ccccc2)[c-]2cccc2)cc1, c1ccc(P(c2ccccc2)[c-]2cccc2)cc1. Yields the product CC(C)(C)OC(=O)NC1CCN(c2cc(C(N)=O)cc(C#N)n2)CC1. As a reaction SMILES: [CH3:36][CH2:37][O:38][C:39]([CH3:40])=[O:41].[Cu:25]([C:26]#[N:27])[C:28]#[N:29].[Fe+2:78].[NH2:1][C:2](=[O:3])[c:4]1[cH:5][c:6]([N:11]2[CH2:12][CH2:13][CH:14]([NH:17][C:18]([O:19][C:20]([CH3:21])([CH3:22])[CH3:23])=[O:24])[CH2:15][CH2:16]2)[n:7][c:8]([Cl:10])[cH:9]1.[O:30]1[CH2:31][CH2:32][O:33][CH2:34][CH2:35]1.[cH:42]1[cH:43][cH:44][c:45]([P:46]([c:47]2[cH:48][cH:49][cH:50][cH:51][cH:52]2)[c-:53]2[cH:54][cH:55][cH:56][cH:57]2)[cH:58][cH:59]1.[cH:60]1[cH:61][cH:62][c:63]([P:64]([c:65]2[cH:66][cH:67][cH:68][cH:69][cH:70]2)[c-:71]2[cH:72][cH:73][cH:74][cH:75]2)[cH:76][cH:77]1>>[NH2:1][C:2](=[O:3])[c:4]1[cH:5][c:6]([N:11]2[CH2:12][CH2:13][CH:14]([NH:17][C:18]([O:19][C:20]([CH3:21])([CH3:22])[CH3:23])=[O:24])[CH2:15][CH2:16]2)[n:7][c:8]([C:26]#[N:27])[cH:9]1.